Task: describe an organic reaction: reactants, conditions, products, and yield. Dataset: the Open Reaction Database (ORD), a public repository of structured organic reaction records Reactants: CC[O-], CCO, Cc1ccc(C=CC=O)cc1, CCOC(=O)CN=[N+]=[N-], [Na+]. Yields the product CCOC(=O)C(=CC=Cc1ccc(C)cc1)N=[N+]=[N-]. RXN SMILES: [CH3:1][CH2:2][O-:3].[CH3:25][CH2:26][OH:27].[CH3:5][c:6]1[cH:7][cH:8][c:9]([CH:12]=[CH:13][CH:14]=[O:15])[cH:10][cH:11]1.[N:16](=[N+:17]=[N-:18])[CH2:19][C:20](=[O:21])[O:22][CH2:23][CH3:24].[Na+:4]>>[CH3:5][c:6]1[cH:7][cH:8][c:9]([CH:12]=[CH:13][CH:14]=[C:19]([N:16]=[N+:17]=[N-:18])[C:20](=[O:21])[O:22][CH2:23][CH3:24])[cH:10][cH:11]1. The reactants are C(C)(=O)N1C(N(CC1)C=1C=CC(=C(C1)NS(=O)(=O)C)C(=O)N1CCN(CC1)C1=NC=C(C=C1C)C)=O (N-{5-(3-acetyl-2-oxoimidazolidin-1-yl)-2-[4-(3,5-dimethylpyridin-2-yl)piperazine-1-carbonyl]phenyl}methanesulfonamide), CI (methyl iodide). Product: C(C)(=O)N1C(N(CC1)C=1C=CC(=C(C1)N(S(=O)(=O)C)C)C(=O)N1CCN(CC1)C1=NC=C(C=C1C)C)=O (N-{5-(3-acetyl-2-oxoimidazolidin-1-yl)-2-[4-(3,5-dimethylpyridin-2-yl)piperazine-1-carbonyl]phenyl}-N-methylmethanesulfonamide). As a reaction SMILES: [C:1]([N:4]1[CH2:8][CH2:7][N:6]([C:9]2[CH:10]=[CH:11][C:12]([C:20]([N:22]3[CH2:27][CH2:26][N:25]([C:28]4[C:33]([CH3:34])=[CH:32][C:31]([CH3:35])=[CH:30][N:29]=4)[CH2:24][CH2:23]3)=[O:21])=[C:13]([NH:15][S:16]([CH3:19])(=[O:18])=[O:17])[CH:14]=2)[C:5]1=[O:36])(=[O:3])[CH3:2].[CH3:37]I>>[C:1]([N:4]1[CH2:8][CH2:7][N:6]([C:9]2[CH:10]=[CH:11][C:12]([C:20]([N:22]3[CH2:23][CH2:24][N:25]([C:28]4[C:33]([CH3:34])=[CH:32][C:31]([CH3:35])=[CH:30][N:29]=4)[CH2:26][CH2:27]3)=[O:21])=[C:13]([N:15]([CH3:37])[S:16]([CH3:19])(=[O:18])=[O:17])[CH:14]=2)[C:5]1=[O:36])(=[O:3])[CH3:2]. Procedure: Using N-{5-(3-acetyl-2-oxoimidazolidin-1-yl)-2-[4-(3,5-dimethylpyridin-2-yl)piperazine-1-carbonyl]phenyl}methanesulfonamide (93 mg) described in Example 596 and methyl iodide (12.3 μL) and by the reaction and treatment in the same manner as in Example 36, the title compound (15 mg) was obtained. Reactants: CNc1ccc2[nH]c3ccc(OCc4ccccc4)cc3c2c1, CC(=O)O, CO. Yields the product CNc1ccc2[nH]c3ccc(O)cc3c2c1. Reaction SMILES: [CH2:1]([c:2]1[cH:3][cH:4][cH:5][cH:6][cH:7]1)[O:8][c:9]1[cH:10][c:11]2[c:12]3[cH:13][c:14]([NH:22][CH3:23])[cH:15][cH:16][c:17]3[nH:18][c:19]2[cH:20][cH:21]1.[CH3:24][C:25](=[O:26])[OH:27].[CH3:28][OH:29]>>[OH:8][c:9]1[cH:10][c:11]2[c:12]3[cH:13][c:14]([NH:22][CH3:23])[cH:15][cH:16][c:17]3[nH:18][c:19]2[cH:20][cH:21]1.